Dataset: the Open Reaction Database (ORD), a public repository of structured organic reaction records. Task: describe an organic reaction: reactants, conditions, products, and yield Reactants: CSC1=NC(=O)C(=Cc2ccc3c(cnn3Cc3ccc(Cl)cc3C(F)(F)F)c2)S1, O=C(O)CN1CCNCC1. The product is O=C(O)CN1CCN(C2=NC(=O)C(=Cc3ccc4c(cnn4Cc4ccc(Cl)cc4C(F)(F)F)c3)S2)CC1. Reaction SMILES: [Cl:1][c:2]1[cH:3][c:4]([C:27]([F:28])([F:29])[F:30])[c:5]([CH2:6][n:7]2[n:8][cH:9][c:10]3[cH:11][c:12]([CH:16]=[C:17]4[C:18](=[O:24])[N:19]=[C:20]([S:22][CH3:23])[S:21]4)[cH:13][cH:14][c:15]23)[cH:25][cH:26]1.[N:31]1([CH2:37][C:38](=[O:39])[OH:40])[CH2:32][CH2:33][NH:34][CH2:35][CH2:36]1>>[Cl:1][c:2]1[cH:3][c:4]([C:27]([F:28])([F:29])[F:30])[c:5]([CH2:6][n:7]2[n:8][cH:9][c:10]3[cH:11][c:12]([CH:16]=[C:17]4[C:18](=[O:24])[N:19]=[C:20]([N:34]5[CH2:33][CH2:32][N:31]([CH2:37][C:38](=[O:39])[OH:40])[CH2:36][CH2:35]5)[S:21]4)[cH:13][cH:14][c:15]23)[cH:25][cH:26]1. Starting materials: Cl.ClCCN(CC)CC (2-Chloro-N,N-diethylethaneamine hydrochloride), ClC1=CC=C(C=C1)[C@@H]1C[C@@]12C(NC1=CC=CC=C21)=O ((1R,2S)-2-(4-chlorophenyl)Spiro[cyclopropane-1,3′-indolin]-2′-one), 369.1. Yields the product ClC1=CC=C(C=C1)[C@@H]1C[C@@]12C(N(C1=CC=CC=C21)CCN(CC)CC)=O ((1R,2S)-2-(4-chlorophenyl)-1′-(2-(diethylamino)ethyl)spiro[cyclopropane-1,3′-indolin]-2′-one). RXN SMILES: Cl.Cl[CH2:3][CH2:4][N:5]([CH2:8][CH3:9])[CH2:6][CH3:7].[Cl:10][C:11]1[CH:16]=[CH:15][C:14]([C@H:17]2[C@@:19]3([C:27]4[C:22](=[CH:23][CH:24]=[CH:25][CH:26]=4)[NH:21][C:20]3=[O:28])[CH2:18]2)=[CH:13][CH:12]=1>>[Cl:10][C:11]1[CH:12]=[CH:13][C:14]([C@H:17]2[C@@:19]3([C:27]4[C:22](=[CH:23][CH:24]=[CH:25][CH:26]=4)[N:21]([CH2:3][CH2:4][N:5]([CH2:8][CH3:9])[CH2:6][CH3:7])[C:20]3=[O:28])[CH2:18]2)=[CH:15][CH:16]=1 |f:0.1|. Reported procedure: The title compound was prepared in analogy to Example 70 starting from 2-Chloro-N,N-diethylethaneamine hydrochloride (commercially available), (1S,2R) and (1R,2S)-2-(4-chlorophenyl)Spiro[cyclopropane-1,3′-indolin]-2′-one prepared as in Scheme 1. LC/MS m/e calcd. for C22H25ClN20: 368, observed (M+H)+: 369.1 1H NMR (400 MHz, MeOD-d4) δppm 1.41 (t, J=7.20 Hz, 6 H) 2.21-2.31 (m, 2 H) 3.32 (t, J=8.59 Hz, 1 H) 3.39-3.55 (m, 4 H) 3.60 (t, J=6.44 Hz, 2 H) 4.23-4.42 (m, 2 H) 6.16 (d, J=7.58 Hz, 1 H) 6.85... Reactants: S(N)(=O)(=O)C1=CC=C(C=O)C=C1 (4-sulfamoylbenzaldehyde), CC1=CC=C(N)C=C1 (4-methylaniline). Product: S(N)(=O)(=O)C1=CC=C(C=NC2=CC=C(C=C2)C)C=C1 (N-(4-Sulfamoylbenzylidene)-4-methylaniline), powder. The yield is 82.0%. Reaction SMILES: [S:1]([C:5]1[CH:12]=[CH:11][C:8]([CH:9]=O)=[CH:7][CH:6]=1)(=[O:4])(=[O:3])[NH2:2].[CH3:13][C:14]1[CH:20]=[CH:19][C:17]([NH2:18])=[CH:16][CH:15]=1>>[S:1]([C:5]1[CH:12]=[CH:11][C:8]([CH:9]=[N:18][C:17]2[CH:19]=[CH:20][C:14]([CH3:13])=[CH:15][CH:16]=2)=[CH:7][CH:6]=1)(=[O:4])(=[O:3])[NH2:2]. Procedure: Following a procedure similar to that described in Example 1(i), but using 4-sulfamoylbenzaldehyde and 4-methylaniline as starting materials, the title compound was obtained as a yellow powder (yield 82%). Starting materials: CCCCc1ncc(CCNC(Cc2ccccc2)C(=O)OC)n1Cc1ccccc1Cl, CCO, [K+], [OH-], O. The product is CCCCc1ncc(CCNC(Cc2ccccc2)C(=O)O)n1Cc1ccccc1Cl. As a reaction SMILES: [CH3:1][O:2][C:3]([CH:4]([NH:5][CH2:6][CH2:7][c:8]1[cH:9][n:10][c:11]([CH2:21][CH2:22][CH2:23][CH3:24])[n:12]1[CH2:13][c:14]1[c:15]([Cl:20])[cH:16][cH:17][cH:18][cH:19]1)[CH2:25][c:26]1[cH:27][cH:28][cH:29][cH:30][cH:31]1)=[O:32].[CH3:36][CH2:37][OH:38].[K+:34].[OH-:33].[OH2:35]>>[O:2]=[C:3]([CH:4]([NH:5][CH2:6][CH2:7][c:8]1[cH:9][n:10][c:11]([CH2:21][CH2:22][CH2:23][CH3:24])[n:12]1[CH2:13][c:14]1[c:15]([Cl:20])[cH:16][cH:17][cH:18][cH:19]1)[CH2:25][c:26]1[cH:27][cH:28][cH:29][cH:30][cH:31]1)[OH:32]. Reaction SMILES: [BH4-:32].[CH3:35][OH:36].[Na+:33].[O:1]=[C:2]1[C:3]([C:13](=[O:14])[O:15][CH3:16])([CH2:17][CH2:18][CH2:19][N:20]2[CH2:21][CH2:22][N:23]([c:26]3[cH:27][cH:28][cH:29][cH:30][cH:31]3)[CH2:24][CH2:25]2)[S:4][c:5]2[c:6]([cH:9][cH:10][cH:11][cH:12]2)[CH2:7][CH2:8]1.[OH2:34]>>[OH:1][CH:2]1[C:3]([C:13](=[O:14])[O:15][CH3:16])([CH2:17][CH2:18][CH2:19][N:20]2[CH2:21][CH2:22][N:23]([c:26]3[cH:27][cH:28][cH:29][cH:30][cH:31]3)[CH2:24][CH2:25]2)[S:4][c:5]2[c:6]([cH:9][cH:10][cH:11][cH:12]2)[CH2:7][CH2:8]1. Starting materials: [BH4-], CO, [Na+], COC(=O)C1(CCCN2CCN(c3ccccc3)CC2)Sc2ccccc2CCC1=O, O. Yields the product COC(=O)C1(CCCN2CCN(c3ccccc3)CC2)Sc2ccccc2CCC1O. Starting materials: C1COCCN1, CN(C)C=O, CCOC(C)=O, CCN(C(C)C)C(C)C, Cc1cc2c(Cl)ncc(C(=O)O)c2n1C, Cl. The product is Cc1cc2c(Cl)ncc(C(=O)N3CCOCC3)c2n1C. RXN SMILES: [CH2:26]1[CH2:27][O:28][CH2:29][CH2:30][NH:31]1.[CH3:32][N:33]([CH3:34])[CH:35]=[O:36].[CH3:37][CH2:38][O:39][C:40](=[O:41])[CH3:42].[CH:17]([N:18]([CH2:19][CH3:20])[CH:21]([CH3:22])[CH3:23])([CH3:24])[CH3:25].[Cl:2][c:3]1[n:4][cH:5][c:6]([C:14](=[O:15])[OH:16])[c:7]2[c:8]1[cH:9][c:10]([CH3:13])[n:11]2[CH3:12].[ClH:1]>>[Cl:2][c:3]1[n:4][cH:5][c:6]([C:14](=[O:16])[N:31]2[CH2:26][CH2:27][O:28][CH2:29][CH2:30]2)[c:7]2[c:8]1[cH:9][c:10]([CH3:13])[n:11]2[CH3:12]. The reactants are C=1(C(=CC=CC1)N=C=O)C (o-tolylisocyanate), solid. The reagents and catalysts are catalyst. The solvent is C(=O)=O (carbon dioxide). Product: C1(=C(C=CC=C1)N=C=NC1=C(C=CC=C1)C)C (di-o-tolyl-carbodiimide). The yield is 85.8%. As a reaction SMILES: [C:1]1([CH3:10])[C:2]([N:7]=[C:8]=O)=[CH:3][CH:4]=[CH:5][CH:6]=1>C(=O)=O>[C:1]1([CH3:10])[CH:6]=[CH:5][CH:4]=[CH:3][C:2]=1[N:7]=[C:8]=[N:7][C:2]1[CH:3]=[CH:4][CH:5]=[CH:6][C:1]=1[CH3:10]. Reported procedure: 133 g of o-tolylisocyanate and 5 g of solid, insoluble catalyst from Example 1a were heated together to 180° C. with stirring. After the evolution of 12.3 liters of carbon dioxide, which took place within 1.5 hours, the catalyst was suction filtered and the filtrate distilled. 95.3 g of di-o-tolyl-carbodiimide, b.p. 135°-137° C./0.1 Torr were obtained (87% of the theory). The product is CCCC1(C(O)c2ccc(Cl)c(Cl)n2)CCCN1C(=O)OC(C)(C)C. As a reaction SMILES: [Br:1][c:2]1[n:3][c:4]([Cl:9])[c:5]([Cl:8])[cH:6][cH:7]1.[C:15]([CH3:16])([CH3:17])([CH3:18])[O:19][C:20](=[O:21])[N:22]1[C:23]([CH2:27][CH2:28][CH3:29])([CH:30]=[O:31])[CH2:24][CH2:25][CH2:26]1.[CH2:32]1[O:33][CH2:34][CH2:35][CH2:36]1.[CH:11]([Mg+:12])([CH3:13])[CH3:14].[Cl-:10]>>[c:2]1([CH:30]([C:23]2([CH2:27][CH2:28][CH3:29])[N:22]([C:20]([O:19][C:15]([CH3:16])([CH3:17])[CH3:18])=[O:21])[CH2:26][CH2:25][CH2:24]2)[OH:31])[n:3][c:4]([Cl:9])[c:5]([Cl:8])[cH:6][cH:7]1. The reactants are Clc1ccc(Br)nc1Cl, CCCC1(C=O)CCCN1C(=O)OC(C)(C)C, C1CCOC1, CC(C)[Mg+], [Cl-].